This data is from the Open Reaction Database (ORD), a public repository of structured organic reaction records. The task is: describe an organic reaction: reactants, conditions, products, and yield The reactants are ClCCCl, CCc1c(CNC)[nH]c2ccccc12, CCN(C(C)C)C(C)C, Cl, O=C(O)C=Cc1cnc2c(c1)CCC(=O)N2, CN(C)C=O, O, O, On1nnc2ccccc21. The product is CCc1c(CN(C)C(=O)C=Cc2cnc3c(c2)CCC(=O)N3)[nH]c2ccccc12. RXN SMILES: [CH2:1]([Cl:2])[CH2:3][Cl:4].[CH2:5]([CH3:6])[c:7]1[c:8]([CH2:16][NH:17][CH3:18])[nH:9][c:10]2[cH:11][cH:12][cH:13][cH:14][c:15]12.[CH:47]([N:48]([CH2:49][CH3:50])[CH:51]([CH3:52])[CH3:53])([CH3:54])[CH3:55].[ClH:19].[O:20]=[C:21]1[CH2:22][CH2:23][c:24]2[cH:25][c:26]([CH:31]=[CH:32][C:33](=[O:34])[OH:35])[cH:27][n:28][c:29]2[NH:30]1.[O:56]=[CH:57][N:58]([CH3:59])[CH3:60].[OH2:46].[OH2:61].[OH:36][n:37]1[c:38]2[c:39]([cH:40][cH:41][cH:42][cH:43]2)[n:44][n:45]1>>[CH2:5]([CH3:6])[c:7]1[c:8]([CH2:16][N:17]([CH3:18])[C:33]([CH:32]=[CH:31][c:26]2[cH:25][c:24]3[c:29]([n:28][cH:27]2)[NH:30][C:21](=[O:20])[CH2:22][CH2:23]3)=[O:35])[nH:9][c:10]2[cH:11][cH:12][cH:13][cH:14][c:15]12. Reactants: ClC1=CC2=C(SC3=C(CN2C(=O)Cl)C=CC=C3)C=C1 (8-chlorodibenz[b,f][1,4]thiazepine-10(11H)-carbonyl chloride), N1=CC=C(C=C1)CCCCN (4-pyridinebutanamine). The product is Cl.ClC1=CC2=C(SC3=C(CN2C(=O)NCCCCC2=CC=NC=C2)C=CC=C3)C=C1 (8-chloro-N-[4-(4-pyridinyl)butyl]dibenzo[b,f][1,4]thiazepine-10(11H)-carboxamide, monohydrochloride). Reaction SMILES: [Cl:1][C:2]1[CH:19]=[CH:18][C:5]2[S:6][C:7]3[CH:17]=[CH:16][CH:15]=[CH:14][C:8]=3[CH2:9][N:10]([C:11](Cl)=[O:12])[C:4]=2[CH:3]=1.[N:20]1[CH:25]=[CH:24][C:23]([CH2:26][CH2:27][CH2:28][CH2:29][NH2:30])=[CH:22][CH:21]=1>>[ClH:1].[Cl:1][C:2]1[CH:19]=[CH:18][C:5]2[S:6][C:7]3[CH:17]=[CH:16][CH:15]=[CH:14][C:8]=3[CH2:9][N:10]([C:11]([NH:30][CH2:29][CH2:28][CH2:27][CH2:26][C:23]3[CH:22]=[CH:21][N:20]=[CH:25][CH:24]=3)=[O:12])[C:4]=2[CH:3]=1 |f:2.3|. Reported procedure: The title compound of Example 49 is reacted with the product of Example 23 by the method described in Example 18 to produce the free base of the title product. This material is converted to the title compound by the method described in Example 16.